From a dataset of the Open Reaction Database (ORD), a public repository of structured organic reaction records. describe an organic reaction: reactants, conditions, products, and yield Reactants: NCCC(=O)O (3-aminopropanoic acid), C1(OC(C2=C1C=CC=C2)=O)=O (1,3-dihydro-2-benzofuran-1,3-dione), C(C)(=O)[O-].[K+] (potassium acetate). Run in C(C)(=O)O (acetic acid), C(C)(=O)OCC (ethyl acetate), petroleum ether. Conditions: temperature 80 celsius, time 3 hour. The product is O=C1N(C(C2=CC=CC=C12)=O)CCC(=O)O (3-(1,3-dioxo-2,3-dihydro-1H-isoindol-2-yl)propanoic acid). Reaction SMILES: [NH2:1][CH2:2][CH2:3][C:4]([OH:6])=[O:5].[C:7]1(=O)[C:11]2[CH:12]=[CH:13][CH:14]=[CH:15][C:10]=2[C:9](=[O:16])[O:8]1.C([O-])(=O)C.[K+]>C(O)(=O)C.C(OCC)(=O)C>[O:8]=[C:7]1[C:11]2[C:10](=[CH:15][CH:14]=[CH:13][CH:12]=2)[C:9](=[O:16])[N:1]1[CH2:2][CH2:3][C:4]([OH:6])=[O:5] |f:2.3|. Procedure details: Into a 3-L 4-necked round-bottom flask purged and maintained with an inert atmosphere of nitrogen, was placed a solution of 3-aminopropanoic acid (20 g, 224.48 mmol, 1.00 equiv) and 1,3-dihydro-2-benzofuran-1,3-dione (33.28 g, 224.69 mmol, 1.00 equiv) in acetic acid (1,200 mL). This was followed by the addition of potassium acetate (66.0 g, 672.49 mmol, 3.00 equiv) in several batches at 0° C. The resulting solution was stirred for 3 h at 80° C. in an oil bath. The resulting mixture was concentra...